Task: describe an organic reaction: reactants, conditions, products, and yield. Dataset: the Open Reaction Database (ORD), a public repository of structured organic reaction records Run in C1(=CC=CC=C1)C (toluene). Reaction SMILES: [O:1]1[CH2:6][CH2:5][CH2:4][CH2:3][CH:2]1[O:7][C:8]1[CH:13]=[CH:12][C:11]([OH:14])=[CH:10][CH:9]=1.O[CH:16]([C:20]1[CH:27]=[CH:26][C:23]([C:24]#[N:25])=[CH:22][CH:21]=1)[CH2:17][CH:18]=[CH2:19].C1CCN(C(N=NC(N2CCCCC2)=O)=O)CC1>C1(C)C=CC=CC=1>[O:1]1[CH2:6][CH2:5][CH2:4][CH2:3][CH:2]1[O:7][C:8]1[CH:13]=[CH:12][C:11]([O:14][CH:16]([C:20]2[CH:21]=[CH:22][C:23]([C:24]#[N:25])=[CH:26][CH:27]=2)[CH2:17][CH:18]=[CH2:19])=[CH:10][CH:9]=1. Reactants: O1C(CCCC1)OC1=CC=C(C=C1)O (4-(Tetrahydro-2H-pyran-2-yloxy)phenol), OC(CC=C)C1=CC=C(C#N)C=C1 (4-(1-hydroxy-3-butenyl)benzonitrile), C1CCN(CC1)C(=O)N=NC(=O)N2CCCCC2 (ADDP). The yield is 68.7%. Reported procedure: 4-(Tetrahydro-2H-pyran-2-yloxy)phenol (19.0 g; 0.1 mol) and 4-(1-hydroxy-3-butenyl)benzonitrile (17.8 g; 0.1 mol) was mixed in toluene, and cooled to 0° C. (under nitrogen). TBP (22.9 g; 0.11 mol) was added, followed by ADDP. The mixture was stirred at rt overnight, filtered, and evaporated. Purification by chromatography on silica gave 24 g (68.7%) of the desired compound. Yields the product O1C(CCCC1)OC1=CC=C(OC(CC=C)C2=CC=C(C#N)C=C2)C=C1 (4-{1-[4-(Tetrahydro-2H-pyran-2-yloxy)phenoxy]-3-butenyl}benzonitrile). Conditions: temperature 0 celsius, time 8 hour. The reactants are Cl, CC(C)(C)OC(=O)N1CCC(N2CCC(N3C(=O)NC4CCCCC43)CC2)CC1, C1COCCO1, O. The product is O=C1NC2CCCCC2N1C1CCN(C2CCNCC2)CC1. RXN SMILES: [ClH:30].[O:1]=[C:2]1[NH:3][CH:4]2[CH:5]([N:6]1[CH:7]1[CH2:8][CH2:9][N:10]([CH:13]3[CH2:14][CH2:15][N:16]([C:19]([O:20][C:21]([CH3:22])([CH3:23])[CH3:24])=[O:25])[CH2:17][CH2:18]3)[CH2:11][CH2:12]1)[CH2:26][CH2:27][CH2:28][CH2:29]2.[O:31]1[CH2:32][CH2:33][O:34][CH2:35][CH2:36]1.[OH2:37]>>[O:1]=[C:2]1[NH:3][CH:4]2[CH:5]([N:6]1[CH:7]1[CH2:8][CH2:9][N:10]([CH:13]3[CH2:14][CH2:15][NH:16][CH2:17][CH2:18]3)[CH2:11][CH2:12]1)[CH2:26][CH2:27][CH2:28][CH2:29]2. The reactants are O=C([O-])[O-], CC1(C)OB(c2ccc(S(=O)(=O)c3ccc(N)nc3)cc2)OC1(C)C, COCCOC, OC(c1cnc(Cl)nc1)(C(F)(F)F)C(F)(F)F, [Cs+], [Cs+], O. Yields the product Nc1ccc(S(=O)(=O)c2ccc(-c3ncc(C(O)(C(F)(F)F)C(F)(F)F)cn3)cc2)cn1. RXN SMILES: [C:43](=[O:44])([O-:45])[O-:46].[CH3:1][C:2]1([CH3:3])[C:4]([CH3:5])([CH3:6])[O:7][B:8]([c:9]2[cH:10][cH:11][c:12]([S:15](=[O:16])(=[O:17])[c:18]3[cH:19][cH:20][c:21]([NH2:24])[n:22][cH:23]3)[cH:13][cH:14]2)[O:25]1.[CH3:49][O:50][CH2:51][CH2:52][O:53][CH3:54].[Cl:26][c:27]1[n:28][cH:29][c:30]([C:33]([C:34]([F:35])([F:36])[F:37])([C:38]([F:39])([F:40])[F:41])[OH:42])[cH:31][n:32]1.[Cs+:47].[Cs+:48].[OH2:55]>>[c:9]1(-[c:27]2[n:28][cH:29][c:30]([C:33]([C:34]([F:35])([F:36])[F:37])([C:38]([F:39])([F:40])[F:41])[OH:42])[cH:31][n:32]2)[cH:10][cH:11][c:12]([S:15](=[O:16])(=[O:17])[c:18]2[cH:19][cH:20][c:21]([NH2:24])[n:22][cH:23]2)[cH:13][cH:14]1. Reactants: ClCCCC(=O)Cl (4-chloro-butyryl chloride), N1(CCCCC1)N (piperidin-1-ylamine), C([O-])(O)=O.[Na+] (sodium bicarbonate). Procedure: Add 4-chloro-butyryl chloride (5 mL, 43 mmol) to piperidin-1-ylamine (4.3 g, 43 mmol) in dichloromethane (100 mL) at room temp. Stir the reaction mixture at room temp for two hours. Add the reaction mixture into ice and saturated sodium bicarbonate solution. Extract the mixture with dichloromethane (100 mL). Wash the organic layer with saturated sodium bicarbonate solution (50 mL), dry with magnesium sulfate, filter and evaporate solvent under reduced pressure to obtain 5 g (57%) of the title co... Yield: 56.8%. Product: ClCCCC(=O)NN1CCCCC1 (4-Chloro-N-piperidin-1-yl-butyramide). The solvent is ClCCl (dichloromethane). Reaction conditions: time 2 hour. Reaction SMILES: [Cl:1][CH2:2][CH2:3][CH2:4][C:5](Cl)=[O:6].[N:8]1([NH2:14])[CH2:13][CH2:12][CH2:11][CH2:10][CH2:9]1.C(=O)(O)[O-].[Na+]>ClCCl>[Cl:1][CH2:2][CH2:3][CH2:4][C:5]([NH:14][N:8]1[CH2:13][CH2:12][CH2:11][CH2:10][CH2:9]1)=[O:6] |f:2.3|. Starting materials: O=[N+]([O-])c1ccnc(Br)c1, CC[O-], CCO, ClCCl, [Na+]. Product: CCOc1ccnc(Br)c1. RXN SMILES: [Br:1][c:2]1[n:3][cH:4][cH:5][c:6]([N+:8]([O-:9])=[O:10])[cH:7]1.[CH3:12][CH2:13][O-:14].[CH3:15][CH2:16][OH:17].[Cl:18][CH2:19][Cl:20].[Na+:11]>>[Br:1][c:2]1[n:3][cH:4][cH:5][c:6]([O:14][CH2:13][CH3:12])[cH:7]1. The reactants are COC(=O)CBr, O=C([O-])[O-], CC#N, [Cs+], [Cs+], N#Cc1ccc(N(CCF)CCF)cc1C(F)(F)F, N#Cc1ccc(NCCF)cc1C(F)(F)F. As a reaction SMILES: [Br:42][CH2:43][C:44](=[O:45])[O:46][CH3:47].[C:36](=[O:37])([O-:38])[O-:39].[CH3:48][C:49]#[N:50].[Cs+:40].[Cs+:41].[F:17][CH2:18][CH2:19][N:20]([CH2:21][CH2:22][F:23])[c:24]1[cH:25][cH:26][c:27]([C:28]#[N:29])[c:30]([C:31]([F:32])([F:33])[F:34])[cH:35]1.[F:1][CH2:2][CH2:3][NH:4][c:5]1[cH:6][c:7]([C:13]([F:14])([F:15])[F:16])[c:8]([C:9]#[N:10])[cH:11][cH:12]1>>[F:1][CH2:2][CH2:3][N:4]([c:5]1[cH:6][c:7]([C:13]([F:14])([F:15])[F:16])[c:8]([C:9]#[N:10])[cH:11][cH:12]1)[CH2:43][C:44](=[O:45])[O:46][CH3:47]. The product is COC(=O)CN(CCF)c1ccc(C#N)c(C(F)(F)F)c1.